Dataset: the Open Reaction Database (ORD), a public repository of structured organic reaction records. Task: describe an organic reaction: reactants, conditions, products, and yield The reactants are BrC1=C(C=O)C=C(C=C1)O (2-bromo-5-hydroxybenzaldehyde), C([O-])([O-])=O.[K+].[K+] (potassium carbonate), C(C1=CC=CC=C1)Br (benzyl bromide). The reagents and catalysts are [I-].C(CCC)[N+](CCCC)(CCCC)CCCC (tetrabutylammonium iodide). Run in CN(C=O)C (N,N-dimethylformamide), C(C)OCC (diethyl ether). Reaction conditions: time 8 hour. Product: C(C1=CC=CC=C1)OC=1C=CC(=C(C=O)C1)Br (5-benzyloxy-2-bromobenzaldehyde). Isolated yield 96.2%. As a reaction SMILES: [Br:1][C:2]1[CH:9]=[CH:8][C:7]([OH:10])=[CH:6][C:3]=1[CH:4]=[O:5].C(=O)([O-])[O-].[K+].[K+].[CH2:17](Br)[C:18]1[CH:23]=[CH:22][CH:21]=[CH:20][CH:19]=1>[I-].C([N+](CCCC)(CCCC)CCCC)CCC.CN(C)C=O.C(OCC)C>[CH2:17]([O:10][C:7]1[CH:8]=[CH:9][C:2]([Br:1])=[C:3]([CH:6]=1)[CH:4]=[O:5])[C:18]1[CH:23]=[CH:22][CH:21]=[CH:20][CH:19]=1 |f:1.2.3,5.6|. Procedure details: To a suspension of 2-bromo-5-hydroxybenzaldehyde (100 mg, 0.50 mmol), potassium carbonate (138 mg, 1.00 mmol), and tetrabutylammonium iodide (18 mg, 0.05 mmol) in 1.0 mL of dry N,N-dimethylformamide was added benzyl bromide (89 μL, 0.74 mmol) at 0° C. After being stirred at room temperature overnight, the reaction mixture was diluted with diethyl ether. The solution was washed with water, saturated NaHCO3 aqueous solution, brine, and dried over MgSO4. After filtration, the filtrate was concentra... The reactants are CN(C)C1=NC=CC=C1 (dimethylaminopyridine), N1=CC=CC=C1 (pyridine), N (ammonia), [Si](C)(C)(C(C)(C)C)O[C@H]1[C@@H](O[C@@H]([C@H]1O[Si](C)(C)C(C)(C)C)C)N1C(=O)NC(=O)C(=C1)C#C (2′,3′-bis-O-(tert-butyldimethylsilyl)-5′-deoxy-5-ethynyluridine), N (ammonia), O (water). Run in C(C)#N (acetonitrile), C(C)#N (acetonitrile), C(C)(=O)OCC (ethyl acetate). Reaction conditions: time 1 hour. Yields the product [Si](C)(C)(C(C)(C)C)O[C@H]1[C@@H](O[C@@H]([C@H]1O[Si](C)(C)C(C)(C)C)C)N1C(=O)N=C(N)C(=C1)C#C (2′,3′-bis-O-(tert-butyldimethylsilyl)-5′-deoxy-5-ethynylcytidine). Isolated yield 99.0%. RXN SMILES: [CH3:1][N:2]([C:4]1[CH:9]=[CH:8][CH:7]=[CH:6][N:5]=1)[CH3:3].N1C=CC=CC=1.[Si:16]([O:23][C@@H:24]1[C@H:28]([O:29][Si:30]([C:33]([CH3:36])([CH3:35])[CH3:34])([CH3:32])[CH3:31])[C@@H:27]([CH3:37])[O:26][C@H]1N1C=C(C#C)C(=O)NC1=O)([C:19]([CH3:22])([CH3:21])[CH3:20])([CH3:18])[CH3:17].[NH3:48].[OH2:49]>C(#N)C.C(OCC)(=O)C>[Si:16]([O:23][C@@H:24]1[C@H:28]([O:29][Si:30]([C:33]([CH3:36])([CH3:35])[CH3:34])([CH3:32])[CH3:31])[C@@H:27]([CH3:37])[O:26][C@H:1]1[N:2]1[CH:3]=[C:7]([C:8]#[CH:9])[C:6]([NH2:48])=[N:5][C:4]1=[O:49])([C:19]([CH3:21])([CH3:22])[CH3:20])([CH3:18])[CH3:17]. Procedure: To a solution of dimethylaminopyridine (19.0 g, 155.5 mmol) in acetonitrile (120 ml) and pyridine (12.6 ml, 155.5 mmol) phosphoryl chloride (14.4 g, 93.8 mM) was added dropwise in an ice bath under Ar atmosphere. After stirring the mixture for 1 hour at room temperature, a solution of 2′,3′-bis-O-(tert-butyldimethylsilyl)-5′-deoxy-5-ethynyluridine (14.9 g, 31.1 mmol) in acetonitrile (80 ml) was added at 5° C. with cooling in an ice bath. The mixture was stirred at room temperature for 2 hours. T... Solvent: C(Cl)Cl (methylenechloride). The yield is 63.9%. Procedure: 7-benzyloxy-3',4',5-trimethoxy flavone (565 mg, 1.35 mmol) was dissolved in 17 mL of methylenechloride, and then 1M of boron trichloride (3.79 mL, 3 equivalents) was added at temperature of 0° C. Then the reaction mixture was stirred for 30 minutes. When aqueous sodium acetate solution (5 mL) was added to the resultant reaction mixture, the product was obtained as a yellow crystal. The product was triturated with hexane and filtered to give the titled product (271 mg, 64%). Product: OC1=C2C(C=C(OC2=CC(=C1)O)C1=CC(=C(C=C1)OC)OC)=O (5,7-dihydroxy-3',4'-dimethoxy flavone). Reactants: B(Cl)(Cl)Cl (boron trichloride), C(C1=CC=CC=C1)OC1=CC(=C2C(C=C(OC2=C1)C1=CC(=C(C=C1)OC)OC)=O)OC (7-benzyloxy-3',4',5-trimethoxy flavone), C(C)(=O)[O-].[Na+] (sodium acetate). RXN SMILES: C([O:8][C:9]1[CH:18]=[C:17]2[C:12]([C:13](=[O:29])[CH:14]=[C:15]([C:19]3[CH:24]=[CH:23][C:22]([O:25][CH3:26])=[C:21]([O:27][CH3:28])[CH:20]=3)[O:16]2)=[C:11]([O:30]C)[CH:10]=1)C1C=CC=CC=1.B(Cl)(Cl)Cl.C([O-])(=O)C.[Na+]>C(Cl)Cl>[OH:30][C:11]1[CH:10]=[C:9]([OH:8])[CH:18]=[C:17]2[C:12]=1[C:13](=[O:29])[CH:14]=[C:15]([C:19]1[CH:24]=[CH:23][C:22]([O:25][CH3:26])=[C:21]([O:27][CH3:28])[CH:20]=1)[O:16]2 |f:2.3|. Reaction conditions: time 30 minute. The reactants are [BH4-], CC(=O)c1ccc(Br)cc1Cl, CO, CC(C)[O-], CC(C)[O-], CC(C)[O-], CC(C)[O-], N, [Na+], O, [Ti+4]. Yields the product CC(N)c1ccc(Br)cc1Cl. Reaction SMILES: [BH4-:13].[Br:1][c:2]1[cH:3][c:4]([Cl:11])[c:5]([C:8]([CH3:9])=[O:10])[cH:6][cH:7]1.[CH3:16][OH:17].[CH3:18][CH:19]([CH3:20])[O-:21].[CH3:23][CH:24]([CH3:25])[O-:26].[CH3:27][CH:28]([CH3:29])[O-:30].[CH3:31][CH:32]([CH3:33])[O-:34].[NH3:12].[Na+:14].[OH2:15].[Ti+4:22]>>[Br:1][c:2]1[cH:3][c:4]([Cl:11])[c:5]([CH:8]([CH3:9])[NH2:12])[cH:6][cH:7]1.